Dataset: the Open Reaction Database (ORD), a public repository of structured organic reaction records. Task: describe an organic reaction: reactants, conditions, products, and yield Reactants: NC=1C=C(C=NC1OC)C=1C(=C(C=CC1)NC(=O)C1=CC2=C(S1)CCCC2)C (N-(3-(5-Amino-6-methoxypyridin-3-yl)-2-methylphenyl)-4,5,6,7-tetrahydrobenzo[b]thiophene-2-carboxamide), C(=O)([O-])[O-].[Cs+].[Cs+] (Cs2CO3), ClC1=CC=C(C=N1)N1CCN(CC1)C (1-(6-chloro-pyridin-3-yl)-4-methyl-piperazine), CC1(C2=CC=CC(=C2OC=2C(=CC=CC12)P(C1=CC=CC=C1)C1=CC=CC=C1)P(C1=CC=CC=C1)C1=CC=CC=C1)C (9,9-dimethyl-4,5-bis(diphenylphosphino)xanthene). Reagents/catalysts: C=1C=CC(=CC1)/C=C/C(=O)/C=C/C2=CC=CC=C2.C=1C=CC(=CC1)/C=C/C(=O)/C=C/C2=CC=CC=C2.C=1C=CC(=CC1)/C=C/C(=O)/C=C/C2=CC=CC=C2.[Pd].[Pd] (Pd2(dba)3). The solvent is O1CCOCC1 (dioxane). Reaction conditions: temperature 95 celsius. Product: COC1=C(C=C(C=N1)C=1C(=C(C=CC1)NC(=O)C1=CC2=C(S1)CCCC2)C)NC2=NC=C(C=C2)N2CCN(CC2)C (N-(3-(6-Methoxy-5-(5-(4-methylpiperazin-1-yl)pyridin-2-ylamino)pyridine-3-yl)-2-methylphenyl)-4,5,6,7-tetrahydrobenzo[b]thiophen-2-carboxamide). Isolated yield 49.2%. RXN SMILES: [NH2:1][C:2]1[CH:3]=[C:4]([C:10]2[C:11]([CH3:28])=[C:12]([NH:16][C:17]([C:19]3[S:23][C:22]4[CH2:24][CH2:25][CH2:26][CH2:27][C:21]=4[CH:20]=3)=[O:18])[CH:13]=[CH:14][CH:15]=2)[CH:5]=[N:6][C:7]=1[O:8][CH3:9].Cl[C:30]1[N:35]=[CH:34][C:33]([N:36]2[CH2:41][CH2:40][N:39]([CH3:42])[CH2:38][CH2:37]2)=[CH:32][CH:31]=1.CC1(C)C2C=CC=C(P(C3C=CC=CC=3)C3C=CC=CC=3)C=2OC2C1=CC=CC=2P(C1C=CC=CC=1)C1C=CC=CC=1.C([O-])([O-])=O.[Cs+].[Cs+]>O1CCOCC1.C1C=CC(/C=C/C(/C=C/C2C=CC=CC=2)=O)=CC=1.C1C=CC(/C=C/C(/C=C/C2C=CC=CC=2)=O)=CC=1.C1C=CC(/C=C/C(/C=C/C2C=CC=CC=2)=O)=CC=1.[Pd].[Pd]>[CH3:9][O:8][C:7]1[N:6]=[CH:5][C:4]([C:10]2[C:11]([CH3:28])=[C:12]([NH:16][C:17]([C:19]3[S:23][C:22]4[CH2:24][CH2:25][CH2:26][CH2:27][C:21]=4[CH:20]=3)=[O:18])[CH:13]=[CH:14][CH:15]=2)=[CH:3][C:2]=1[NH:1][C:30]1[CH:31]=[CH:32][C:33]([N:36]2[CH2:41][CH2:40][N:39]([CH3:42])[CH2:38][CH2:37]2)=[CH:34][N:35]=1 |f:3.4.5,7.8.9.10.11|. Procedure: In a 48-mL seal tube equipped with a magnetic stirring bar was placed N-(3-(5-Amino-6-methoxypyridin-3-yl)-2-methylphenyl)-4,5,6,7-tetrahydrobenzo[b]thiophene-2-carboxamide (17) (0.20 g, 0.5 mmol), 1-(6-chloro-pyridin-3-yl)-4-methyl-piperazine (0.11 g, 0.5 mmol), Pd2(dba)3 (0.046 g, 0.050 mmol), 9,9-dimethyl-4,5-bis(diphenylphosphino)xanthene (0.040 g, 0.070 mmol), and Cs2CO3 (0.33 g, 1.0 mmol) in dioxane (10 mL). After the mixture was degassed for 15 min., it was heated at 95° C. for 16 h. Then... Starting materials: ClC1=C(C=CC(=C1)Cl)C=1C(=C(SC1C1=CN=NN1)C1=CC(=NC=C1)F)C#N (4-(2,4-dichlorophenyl)-2-(2-fluoropyridin-4-yl)-5-(1H-1,2,3-triazol-5-yl)thiophene-3-carbonitrile), COC1=C(CN)C=CC(=C1)OC (2,4-dimethoxybenzylamine), CCN(C(C)C)C(C)C (DIPEA), C(CCC)O (1-Butanol), C(Cl)Cl (DCM), C(=O)(C(F)(F)F)O (TFA), C([O-])(O)=O.[Na+] (sodium bicarbonate). The solvent is CO (MeOH), O (water). Conditions: time 10 minute. The product is NC1=NC=CC(=C1)C=1SC(=C(C1C#N)C1=C(C=C(C=C1)Cl)Cl)C1=CN=NN1 (2-(2-aminopyridin-4-yl)-4-(2,4-dichlorophenyl)-5-(1H-1,2,3-triazol-5-yl)thiophene-3-carbonitrile). Isolated yield 47.0%. As a reaction SMILES: [Cl:1][C:2]1[CH:7]=[C:6]([Cl:8])[CH:5]=[CH:4][C:3]=1[C:9]1[C:10]([C:26]#[N:27])=[C:11]([C:19]2[CH:24]=[CH:23][N:22]=[C:21](F)[CH:20]=2)[S:12][C:13]=1[C:14]1[NH:18][N:17]=[N:16][CH:15]=1.COC1C=C(OC)C=CC=1C[NH2:33].CCN(C(C)C)C(C)C.C(O)CCC.C(Cl)Cl.C(O)(C(F)(F)F)=O.C(=O)(O)[O-].[Na+]>CO.O>[NH2:33][C:21]1[CH:20]=[C:19]([C:11]2[S:12][C:13]([C:14]3[NH:18][N:17]=[N:16][CH:15]=3)=[C:9]([C:3]3[CH:4]=[CH:5][C:6]([Cl:8])=[CH:7][C:2]=3[Cl:1])[C:10]=2[C:26]#[N:27])[CH:24]=[CH:23][N:22]=1 |f:6.7|. Reported procedure: A solution of 4-(2,4-dichlorophenyl)-2-(2-fluoropyridin-4-yl)-5-(1H-1,2,3-triazol-5-yl)thiophene-3-carbonitrile (0.103 g, 0.247 mmol), 2,4-dimethoxybenzylamine (0.247 g, 1.48 mmol) and DIPEA (0.0959 g, 0.742 mmol) in 1-Butanol (15 g, 2.0E2 mmol) was irradiated in microwave at 170° C. for 2 hrs. The mixture was concerntrated and the residue was purified by column chromatography to afford desired intermediate. LC/MS (FA) ES+ 563, 565. To the intermediate in DCM (5.9 mL, 93 mmol) was added TFA (2 m... Starting materials: CCO, OC(c1ccccc1)c1nn2ccccc2c1-c1ccnc(NC2CCCC2)n1, [H][H], O=S(=O)(O)O. The product is c1ccc(Cc2nn3ccccc3c2-c2ccnc(NC3CCCC3)n2)cc1. Reaction SMILES: [CH3:37][CH2:38][OH:39].[CH:6]1([NH:11][c:12]2[n:13][cH:14][cH:15][c:16](-[c:18]3[c:19]([CH:27]([OH:28])[c:29]4[cH:30][cH:31][cH:32][cH:33][cH:34]4)[n:20][n:21]4[c:22]3[cH:23][cH:24][cH:25][cH:26]4)[n:17]2)[CH2:7][CH2:8][CH2:9][CH2:10]1.[H:35][H:36].[S:1](=[O:2])(=[O:3])([OH:4])[OH:5]>>[CH:6]1([NH:11][c:12]2[n:13][cH:14][cH:15][c:16](-[c:18]3[c:19]([CH2:27][c:29]4[cH:30][cH:31][cH:32][cH:33][cH:34]4)[n:20][n:21]4[c:22]3[cH:23][cH:24][cH:25][cH:26]4)[n:17]2)[CH2:7][CH2:8][CH2:9][CH2:10]1. Reactants: C(C1=CC=CC=C1)N1C=NC=C1 (1-benzyl-imidazole), C=O (formaldehyde), [OH-].[Na+] (sodium hydroxide). The product is C(C1=CC=CC=C1)N1C(=NC=C1)CO (1-benzyl-2-hydroxymethyl-imidazole). As a reaction SMILES: [CH2:1]([N:8]1[CH:12]=[CH:11][N:10]=[CH:9]1)[C:2]1[CH:7]=[CH:6][CH:5]=[CH:4][CH:3]=1.[CH2:13]=[O:14].[OH-].[Na+]>>[CH2:1]([N:8]1[CH:12]=[CH:11][N:10]=[C:9]1[CH2:13][OH:14])[C:2]1[CH:3]=[CH:4][CH:5]=[CH:6][CH:7]=1 |f:2.3|. Procedure: A mixture of 1-benzyl-imidazole (5 g, 32 mmol), formaldehyde 37% (10 ml, 134 mmol) and sodium hydroxide (100 mg) is refluxed for 7 days and is extracted with ethylacetate. Concentration in vacuo yields 1-benzyl-2-hydroxymethyl-imidazole. The reactants are OC1=CC=CC=2NN=NC21 (Hydroxybenzotriazole), C(C)(C)N(CC)C(C)C (diisopropylethylamine), Cl.CN(CCCN=C=NCC)C (1-(3-dimethylaminopropyl)-3-ethyl carbodiimide hydrochloride), compound, O=C(CCC1=CC=CC=C1)N[C@@H](CC(C)C)C(=O)NC(C(O)P(=O)(OC)CC)CC1CCCCC1 ((1-Oxo-3-phenylpropyl)-N-[1-(cyclohexylmethyl)-2-(ethylmethoxyphosphinyl)-2-hydroxyethyl]-L-leucinamide). Run in CN(C=O)C (dimethylformamide). Run at time 60 hour. Product: C1(CCCCC1)C[C@@H](C(O)P(OC)(=O)C)NC([C@@H](NC(CCC1=CC=CC=C1)=O)CC(C)C)=O ((2S)-[3-Cyclohexyl-1-hydroxy-2-[[N-(1-oxo-3-phenylpropyl)-L-leucyl]amino]propyl]methylphosphinic acid, methyl ester). Isolated yield 61.5%. RXN SMILES: OC1C2N=NNC=2C=CC=1.C(N(C(C)C)CC)(C)C.Cl.CN(C)CCCN=C=NCC.[O:32]=[C:33]([NH:42][C@H:43]([C:48]([NH:50][CH:51]([CH2:60][CH:61]1[CH2:66][CH2:65][CH2:64][CH2:63][CH2:62]1)[CH:52]([P:54]([CH2:58]C)([O:56][CH3:57])=[O:55])[OH:53])=[O:49])[CH2:44][CH:45]([CH3:47])[CH3:46])[CH2:34][CH2:35][C:36]1[CH:41]=[CH:40][CH:39]=[CH:38][CH:37]=1>CN(C)C=O>[CH:61]1([CH2:60][C@H:51]([NH:50][C:48](=[O:49])[C@H:43]([CH2:44][CH:45]([CH3:46])[CH3:47])[NH:42][C:33](=[O:32])[CH2:34][CH2:35][C:36]2[CH:41]=[CH:40][CH:39]=[CH:38][CH:37]=2)[CH:52]([P:54]([CH3:58])(=[O:55])[O:56][CH3:57])[OH:53])[CH2:66][CH2:65][CH2:64][CH2:63][CH2:62]1 |f:2.3|. Procedure details: Hydroxybenzotriazole 85.7 mg, 0.56 mmol), diisopropylethylamine (90.6 μl, 0.52 mmol) and 1-(3-dimethylaminopropyl)-3-ethyl carbodiimide hydrochloride (107.3 mg, 0.56 mmol) were sequentially added to a solution of the title D compound (114.2 mg, 0.4 mmol) and compound B from Example 17 (126.2 mg, 0.48 mmol) in 2 ml dimethylformamide at 0°. The reaction mixture was warmed and stirred at room temperature for 60 hours after which it was concentrated, then treated with 15 ml pH=4.01 buffer and extrac... The reactants are ClCCl, COc1ccccc1N1CCNCC1, CCN(C(C)C)C(C)C, Cl, O=CCCC1CC(c2cccs2)=NO1. The product is COc1ccccc1N1CCN(CCCC2CC(c3cccs3)=NO2)CC1. Reaction SMILES: [CH2:39]([Cl:40])[Cl:41].[CH3:16][O:17][c:18]1[c:19]([N:24]2[CH2:25][CH2:26][NH:27][CH2:28][CH2:29]2)[cH:20][cH:21][cH:22][cH:23]1.[CH:30]([N:31]([CH:32]([CH3:33])[CH3:34])[CH2:35][CH3:36])([CH3:37])[CH3:38].[ClH:15].[s:1]1[c:2]([C:6]2=[N:7][O:8][CH:9]([CH2:11][CH2:12][CH:13]=[O:14])[CH2:10]2)[cH:3][cH:4][cH:5]1>>[s:1]1[c:2]([C:6]2=[N:7][O:8][CH:9]([CH2:11][CH2:12][CH2:13][N:27]3[CH2:26][CH2:25][N:24]([c:19]4[c:18]([O:17][CH3:16])[cH:23][cH:22][cH:21][cH:20]4)[CH2:29][CH2:28]3)[CH2:10]2)[cH:3][cH:4][cH:5]1.